From a dataset of the Open Reaction Database (ORD), a public repository of structured organic reaction records. describe an organic reaction: reactants, conditions, products, and yield Starting materials: [OH-].[NH4+] (ammonium hydroxide), COC(C(CN1N=CC(=C1)I)(C)C)=O (3-(4-Iodopyrazol-1-yl)-2,2-dimethylpropionic acid methyl ester), COC(C(CN1N=CC(=C1)I)(C)C)=O (3-(4-Iodopyrazol-1-yl)-2,2-dimethylpropionic acid methyl ester), CC(C)C[AlH]CC(C)C (DIBAL). The solvent is C1CCOC1 (THF). The product is IC=1C=NN(C1)CC(CO)(C)C (3-(4-Iodopyrazol-1-yl)-2,2-dimethylpropan-1-ol). As a reaction SMILES: C[O:2][C:3](=O)[C:4]([CH3:13])([CH3:12])[CH2:5][N:6]1[CH:10]=[C:9]([I:11])[CH:8]=[N:7]1.CC(C[AlH]CC(C)C)C.[OH-].[NH4+]>C1COCC1>[I:11][C:9]1[CH:8]=[N:7][N:6]([CH2:5][C:4]([CH3:13])([CH3:12])[CH2:3][OH:2])[CH:10]=1 |f:2.3|. Procedure details: A cold (−20° C.) solution of 3-(4-Iodopyrazol-1-yl)-2,2-dimethylpropionic acid methyl ester (Compound 47F, 6.0 g, 19.48 mmol) in THF (80 mL) was treated with DIBAL (42.85 mL, 42.85 mmol, 1M solution in toluene) and allowed to warm to RT over a period of 2 h. The reaction mixture was treated with aq. ammonium hydroxide (20 mL) and the solids were filtered through celite. The filtrate was diluted with ethyl acetate (50 mL) and washed with brine (2×50 mL). The organic layer was dried over Na2SO4, f... Starting materials: C1(=CC=CC=C1)S(=O)CC=1C=CN2N=CN=C(C21)NC=2C=C1C=NN(C1=CC2)CC2=CC(=CC=C2)F ((5-benzenesulfinylmethyl-pyrrolo[2,1-f][1,2,4]triazin-4-yl)-[1-(3-fluoro-benzyl)-1H-indazol-5-yl]-amine), N1CCNCCC1 (homopiperazine). Run in C(Cl)Cl (DCM). Conditions: temperature 135 celsius. Yields the product N1(CCNCCC1)CC=1C=CN2N=CN=C(C21)NC=2C=C1C=NN(C1=CC2)CC2=CC(=CC=C2)F ((5-[1,4]Diazepan-1-ylmethyl-pyrrolo[2,1-f][1,2,4]triazin-4-yl)-[1-(3-fluoro-benzyl)-1H-indazol-5-yl]-amine). Yield: 82.1%. RXN SMILES: C1(S([CH2:9][C:10]2[CH:11]=[CH:12][N:13]3[C:18]=2[C:17]([NH:19][C:20]2[CH:21]=[C:22]4[C:26](=[CH:27][CH:28]=2)[N:25]([CH2:29][C:30]2[CH:35]=[CH:34][CH:33]=[C:32]([F:36])[CH:31]=2)[N:24]=[CH:23]4)=[N:16][CH:15]=[N:14]3)=O)C=CC=CC=1.[NH:37]1[CH2:43][CH2:42][CH2:41][NH:40][CH2:39][CH2:38]1>C(Cl)Cl>[N:37]1([CH2:9][C:10]2[CH:11]=[CH:12][N:13]3[C:18]=2[C:17]([NH:19][C:20]2[CH:21]=[C:22]4[C:26](=[CH:27][CH:28]=2)[N:25]([CH2:29][C:30]2[CH:35]=[CH:34][CH:33]=[C:32]([F:36])[CH:31]=2)[N:24]=[CH:23]4)=[N:16][CH:15]=[N:14]3)[CH2:43][CH2:42][CH2:41][NH:40][CH2:39][CH2:38]1. Reported procedure: A mixture of (5-benzenesulfinylmethyl-pyrrolo[2,1-f][1,2,4]triazin-4-yl)-[1-(3-fluoro-benzyl)-1H-indazol-5-yl]-amine (50 mg, 0.101 mmole) and homopiperazine (300 mg, 30 equiv) in a sealed tube was heated at 135° C. overnight. The reaction mixture was taken up in DCM, washed with water, and dried (Na2SO4). Removal of the solvent followed by radial chromatography (2 mm silica gel plate eluted with DCM containing 5% MeOH) afforded the title compound as a foam (39 mg, 82%). 1H NMR (CDCl3) δ 1.85 (m,... The reactants are c1ccc(CC2CCNCC2)cc1, CC1(C)OC(=O)C2(CC2)C(=O)O1, Cc1ccccc1. Product: CC1(C)OC(=O)C(CCN2CCC(Cc3ccccc3)CC2)C(=O)O1. Reaction SMILES: [CH2:1]([c:2]1[cH:3][cH:4][cH:5][cH:6][cH:7]1)[CH:8]1[CH2:9][CH2:10][NH:11][CH2:12][CH2:13]1.[CH3:14][C:15]1([CH3:25])[O:16][C:17](=[O:24])[C:18]2([CH2:19][CH2:20]2)[C:21](=[O:23])[O:22]1.[CH3:26][c:27]1[cH:28][cH:29][cH:30][cH:31][cH:32]1>>[CH2:1]([c:2]1[cH:3][cH:4][cH:5][cH:6][cH:7]1)[CH:8]1[CH2:9][CH2:10][N:11]([CH2:20][CH2:19][CH:18]2[C:17](=[O:24])[O:16][C:15]([CH3:14])([CH3:25])[O:22][C:21]2=[O:23])[CH2:12][CH2:13]1. The reactants are CCOC(C)=O, CCCCCC, NC1CCCCC1N, Cc1ccc(Cl)cc1, [Cu]I, [K+], [K+], [K+], O=P([O-])([O-])[O-], c1ccc2[nH]ccc2c1. Yields the product Cc1ccc(-n2ccc3ccccc32)cc1. RXN SMILES: [C:36]([O:37][CH2:38][CH3:39])(=[O:40])[CH3:41].[CH3:42][CH2:43][CH2:44][CH2:45][CH2:46][CH3:47].[CH:26]1([NH2:27])[CH2:28][CH2:29][CH2:30][CH2:31][CH:32]1[NH2:33].[Cl:10][c:11]1[cH:12][cH:13][c:14]([CH3:17])[cH:15][cH:16]1.[Cu:34][I:35].[K+:23].[K+:24].[K+:25].[P:18]([O-:19])([O-:20])([O-:21])=[O:22].[nH:1]1[cH:2][cH:3][c:4]2[cH:5][cH:6][cH:7][cH:8][c:9]12>>[n:1]1(-[c:11]2[cH:12][cH:13][c:14]([CH3:17])[cH:15][cH:16]2)[cH:2][cH:3][c:4]2[cH:5][cH:6][cH:7][cH:8][c:9]12. Reactants: C1(CC1)N (Cyclopropanamine), crude solution, C(N)(=O)C1=C(C=2N(N=C1)C=C(C2)C=2OC(=NN2)S(=O)C)N[C@H]2C(CN(CC2)C(=O)OC(C)(C)C)(C)C ((4R)-tert-butyl 4-((3-carbamoyl-6-(5-(methylsulfinyl)-1,3,4-oxadiazol-2-yl)pyrrolo[1,2-b]pyridazin-4-yl)amino)-3,3-dimethylpiperidine-1-carboxylate). Reaction conditions: time 22 hour. Product: C1(CC1)NC1=NN=C(O1)C=1C=C2N(N=CC(=C2N[C@H]2C(CNCC2)(C)C)C(=O)N)C1 ((R)-6-(5-(cyclopropylamino)-1,3,4-oxadiazol-2-yl)-4-((3,3-dimethylpiperidin-4-yl)amino)pyrrolo[1,2-b]pyridazine-3-carboxamide). RXN SMILES: [CH:1]1([NH2:4])[CH2:3][CH2:2]1.[C:5]([C:8]1[CH:13]=[N:12][N:11]2[CH:14]=[C:15]([C:17]3[O:18][C:19](S(C)=O)=[N:20][N:21]=3)[CH:16]=[C:10]2[C:9]=1[NH:25][C@@H:26]1[CH2:31][CH2:30][N:29](C(OC(C)(C)C)=O)[CH2:28][C:27]1([CH3:40])[CH3:39])(=[O:7])[NH2:6]>>[CH:1]1([NH:4][C:19]2[O:18][C:17]([C:15]3[CH:16]=[C:10]4[C:9]([NH:25][C@@H:26]5[CH2:31][CH2:30][NH:29][CH2:28][C:27]5([CH3:40])[CH3:39])=[C:8]([C:5]([NH2:6])=[O:7])[CH:13]=[N:12][N:11]4[CH:14]=3)=[N:21][N:20]=2)[CH2:3][CH2:2]1. Procedure details: Cyclopropanamine (0.067 mL, 0.966 mmol) was added to a crude solution of (4R)-tert-butyl 4-((3-carbamoyl-6-(5-(methylsulfinyl)-1,3,4-oxadiazol-2-yl)pyrrolo[1,2-b]pyridazin-4-yl)amino)-3,3-dimethylpiperidine-1-carboxylate (⅙ of the total volume from Step 5, 0.097 mmol maximum). After 22 h at room temperature, the reaction was complete. The mixture was concentrated in vacuo. The crude material was dissolved in dichloromethane (0.5 mL) and treated with trifluoroacetic acid (0.100 mL). After stirrin... Starting materials: FC1=C(C=O)C=C(C=C1)F (2,5-Difluorobenzaldehyde), COC=1C=C(CC#N)C=CC1OC (3,4-dimethoxybenzyl cyanide). The product is FC1=C(C=C(C=C1)F)\C=C(/C#N)\C1=CC(=C(C=C1)OC)OC ((Z)-3-(2,5-difluoro-phenyl)-2-(3,4-dimethoxy-phenyl)-acrylonitrile). Isolated yield 73.1%. As a reaction SMILES: [F:1][C:2]1[CH:9]=[CH:8][C:7]([F:10])=[CH:6][C:3]=1[CH:4]=O.[CH3:11][O:12][C:13]1[CH:14]=[C:15]([CH:19]=[CH:20][C:21]=1[O:22][CH3:23])[CH2:16][C:17]#[N:18]>>[F:1][C:2]1[CH:9]=[CH:8][C:7]([F:10])=[CH:6][C:3]=1/[CH:4]=[C:16](/[C:15]1[CH:19]=[CH:20][C:21]([O:22][CH3:23])=[C:13]([O:12][CH3:11])[CH:14]=1)\[C:17]#[N:18]. Reported procedure: 2,5-Difluorobenzaldehyde (1.42 g) and 3,4-dimethoxybenzyl cyanide (1.77 g) were subjected to condensation in accordance with process A of (production process 2), to thereby produce the target product (2.20 g, yield: 73%). The reactants are FC(OC1=CC(=C(C=C1)O)[N+](=O)[O-])(F)F (4-trifluoromethoxy-2-nitrophenol), [H][H] (hydrogen). Reagents/catalysts: [Pd] (palladium on carbon). The solvent is C(C)(=O)OCC (ethyl acetate). Yields the product NC1=C(C=CC(=C1)OC(F)(F)F)O (2-amino-4-trifluoromethoxy phenol). Yield: 100.0%. RXN SMILES: [F:1][C:2]([F:15])([F:14])[O:3][C:4]1[CH:9]=[CH:8][C:7]([OH:10])=[C:6]([N+:11]([O-])=O)[CH:5]=1.[H][H]>[Pd].C(OCC)(=O)C>[NH2:11][C:6]1[CH:5]=[C:4]([O:3][C:2]([F:1])([F:14])[F:15])[CH:9]=[CH:8][C:7]=1[OH:10]. Reported procedure: A mixture of 4.53 g of 4-trifluoromethoxy-2-nitrophenol, 35 ml of ethyl acetate and 1.0 g of 5% palladium on carbon was stirred under about one atmosphere of hydrogen at room temperature for 1.7 hours. The mixture was filtered through Celite™. The filtrate was concentrated under reduced pressure to give 3.92 g of 2-amino-4-trifluoromethoxy phenol.